From a dataset of the Open Reaction Database (ORD), a public repository of structured organic reaction records. describe an organic reaction: reactants, conditions, products, and yield Reactants: C=C(C)CCO, CC(C)(C#N)N=NC(C)(C)C#N, Sc1ccccc1, c1ccccc1. Product: CC(CCO)CSc1ccccc1. RXN SMILES: [CH3:1][C:2]([CH2:3][CH2:4][OH:5])=[CH2:6].[N:14]#[C:15][C:16]([N:17]=[N:18][C:19]([C:20]#[N:21])([CH3:22])[CH3:23])([CH3:24])[CH3:25].[SH:7][c:8]1[cH:9][cH:10][cH:11][cH:12][cH:13]1.[cH:26]1[cH:27][cH:28][cH:29][cH:30][cH:31]1>>[CH3:1][CH:2]([CH2:3][CH2:4][OH:5])[CH2:6][S:7][c:8]1[cH:9][cH:10][cH:11][cH:12][cH:13]1. Starting materials: ClC=1C(=CC2=C(SC(=C2)CC)C1Cl)OC (6,7-dichloro-2-ethyl-5-methoxybenzo[b]thiophene), Cl.N1=CC=CC=C1 (pyridine hydrochloride). Run at time 90 minute. Product: ClC=1C(=CC2=C(SC(=C2)CC)C1Cl)O (6,7-dichloro-2-ethyl-5-hydroxybenzo[b]thiophene). Yield: 73.7%. RXN SMILES: [Cl:1][C:2]1[C:3]([O:14]C)=[CH:4][C:5]2[CH:9]=[C:8]([CH2:10][CH3:11])[S:7][C:6]=2[C:12]=1[Cl:13].Cl.N1C=CC=CC=1>>[Cl:1][C:2]1[C:3]([OH:14])=[CH:4][C:5]2[CH:9]=[C:8]([CH2:10][CH3:11])[S:7][C:6]=2[C:12]=1[Cl:13] |f:1.2|. Procedure: A mixture of 2.15 g of 6,7-dichloro-2-ethyl-5-methoxybenzo[b]thiophene and 15 g of pyridine hydrochloride is stirred at 170°-180° for 90 min. The mixture is cooled, triturated with water and extracted three times with dichloromethane. The combined organic extracts are washed with water, dried over anhydrous magnesium sulfate and concentrated in vacuo to an oily residue. Purification by column chromatography (silica gel-etherpentane 50:50) affords 1.5 g of 6,7-dichloro-2-ethyl-5-hydroxybenzo[b]th... The reactants are CC(C)NCC1=C(C=CC=C1F)N (N-(1-methylethyl)-(2-amino-6-fluorophenyl)methylamine), S(=O)(=O)(N)N (sulphamide). The solvent is N1=CC=CC=C1 (pyridine). Conditions: temperature 115 celsius, time 24 hour. Yields the product FC1=CC=CC2=C1CN(S(N2)(=O)=O)C(C)C (5-fluoro-3-(1-methylethyl)-3,4-dihydro-1H-2,1,3-benzothiadiazine-2,2-dioxide). Reaction SMILES: [CH3:1][CH:2]([NH:4][CH2:5][C:6]1[C:11]([F:12])=[CH:10][CH:9]=[CH:8][C:7]=1[NH2:13])[CH3:3].[S:14](N)(N)(=[O:16])=[O:15]>N1C=CC=CC=1>[F:12][C:11]1[C:6]2[CH2:5][N:4]([CH:2]([CH3:1])[CH3:3])[S:14](=[O:16])(=[O:15])[NH:13][C:7]=2[CH:8]=[CH:9][CH:10]=1. Procedure details: N-(1-methylethyl)-(2-amino-6-fluorophenyl)methylamine (0.3 g, 1.6 mmol) and sulphamide (5.08 g, 2.5 mmol) were suspended in 7 ml of dry pyridine and the mixture stirred at 115° C. for 24 hours in argon atmosphere. After cooling at room temperature the solvent was removed in vacuo and the residue dissolved in EtOAc (50 ml) and washed with 5N HCl (2×50 ml). Solvents removal afforded 5-fluoro-3-(1-methylethyl)-3,4-dihydro-1H-2,1,3-benzothiadiazine-2,2-dioxide as a pale yellow solid. Reactants: COc1cc(Br)c2cnn(-c3ccc(OCc4ccccc4)c(F)c3)c2c1, CC(C)c1cc(C(C)C)c(-c2ccccc2P(C(C)(C)C)C(C)(C)C)c(C(C)C)c1, CCOC(C)=O, Cl, [K+], O=C(C=Cc1ccccc1)C=Cc1ccccc1, C1COCCO1, O=C(C=Cc1ccccc1)C=Cc1ccccc1, O=C(C=Cc1ccccc1)C=Cc1ccccc1, [OH-], O, [Pd], [Pd]. Yields the product COc1cc(O)c2cnn(-c3ccc(OCc4ccccc4)c(F)c3)c2c1. Reaction SMILES: [Br:1][c:2]1[c:3]2[cH:4][n:5][n:6](-[c:13]3[cH:14][c:15]([F:27])[c:16]([O:19][CH2:20][c:21]4[cH:22][cH:23][cH:24][cH:25][cH:26]4)[cH:17][cH:18]3)[c:7]2[cH:8][c:9]([O:11][CH3:12])[cH:10]1.[CH3:30][C:31]([P:32]([C:33]([CH3:34])([CH3:35])[CH3:36])[c:37]1[cH:38][cH:39][cH:40][cH:41][c:42]1-[c:43]1[c:44]([CH:45]([CH3:46])[CH3:47])[cH:48][c:49]([CH:50]([CH3:51])[CH3:52])[cH:53][c:54]1[CH:55]([CH3:56])[CH3:57])([CH3:58])[CH3:59].[CH3:68][CH2:69][O:70][C:71](=[O:72])[CH3:73].[ClH:60].[K+:29].[O:112]=[C:113]([CH:114]=[CH:115][c:116]1[cH:117][cH:118][cH:119][cH:120][cH:121]1)[CH:122]=[CH:123][c:124]1[cH:125][cH:126][cH:127][cH:128][cH:129]1.[O:61]1[CH2:62][CH2:63][O:64][CH2:65][CH2:66]1.[O:76]=[C:77]([CH:78]=[CH:79][c:80]1[cH:81][cH:82][cH:83][cH:84][cH:85]1)[CH:86]=[CH:87][c:88]1[cH:89][cH:90][cH:91][cH:92][cH:93]1.[O:94]=[C:95]([CH:96]=[CH:97][c:98]1[cH:99][cH:100][cH:101][cH:102][cH:103]1)[CH:104]=[CH:105][c:106]1[cH:107][cH:108][cH:109][cH:110][cH:111]1.[OH-:28].[OH2:67].[Pd:74].[Pd:75]>>[c:2]1([OH:28])[c:3]2[cH:4][n:5][n:6](-[c:13]3[cH:14][c:15]([F:27])[c:16]([O:19][CH2:20][c:21]4[cH:22][cH:23][cH:24][cH:25][cH:26]4)[cH:17][cH:18]3)[c:7]2[cH:8][c:9]([O:11][CH3:12])[cH:10]1. Starting materials: ClC=1C2=C(N=C(N1)C)N(C=C2C)C2=C(C=C(C=C2C)C)C (4-chloro-2,5-dimethyl-7-(2,4,6-trimethylphenyl)-7H-pyrrolo[2,3-d]pyrimidine), C(C)NCCCC (N-ethylbutylamine), O (water). The reagents and catalysts are Cl (HCl). Run in CS(=O)C (dimethylsulfoxide). The product is C(CCC)N(C=1C2=C(N=C(N1)C)N(C=C2C)C2=C(C=C(C=C2C)C)C)CC (Butyl-ethyl-[2,5-dimethyl-7-(2,4,6-trimethylphenyl)-7H-pyrrolo[2,3-d]pyrimidin-4-yl]amine). The yield is 81.2%. RXN SMILES: Cl[C:2]1[C:3]2[C:11]([CH3:12])=[CH:10][N:9]([C:13]3[C:18]([CH3:19])=[CH:17][C:16]([CH3:20])=[CH:15][C:14]=3[CH3:21])[C:4]=2[N:5]=[C:6]([CH3:8])[N:7]=1.[CH2:22]([NH:24][CH2:25][CH2:26][CH2:27][CH3:28])[CH3:23].O>CS(C)=O.Cl>[CH2:25]([N:24]([CH2:22][CH3:23])[C:2]1[C:3]2[C:11]([CH3:12])=[CH:10][N:9]([C:13]3[C:18]([CH3:19])=[CH:17][C:16]([CH3:20])=[CH:15][C:14]=3[CH3:21])[C:4]=2[N:5]=[C:6]([CH3:8])[N:7]=1)[CH2:26][CH2:27][CH3:28]. Procedure details: A mixture of 4-chloro-2,5-dimethyl-7-(2,4,6-trimethylphenyl)-7H-pyrrolo[2,3-d]pyrimidine (1.000 g, 3.36 mmol) and N-ethylbutylamine (3.400 g, 33.60 mmol) in 5 ml of dimethylsulfoxide was heated to reflux for 1.5 hours. The mixture was cooled and treated with water and a few drops of 2 N HCl to pH 6.5 and extracted with ethyl acetate. The organic layer was separated, washed with dilute sodium bicarbonate, brine, and dried over sodium sulfate anhydrous and concentrated to dryness. The residue was ...